From a dataset of the Open Reaction Database (ORD), a public repository of structured organic reaction records. describe an organic reaction: reactants, conditions, products, and yield Starting materials: ClC1=NC=C(C(N1C)=O)O (2-chloro-5-hydroxy-3-methylpyrimidin-4(3H)-one), COC1=CC=C(C=C1)CCl (PMBCl), C(=O)([O-])[O-].[Cs+].[Cs+] (Cs2CO3). Solvent: CN(C)C=O (DMF). Conditions: temperature 60 celsius. The product is ClC1N=CC(=CN1C)OCC1=CC=C(C=C1)OC (2-chloro-5-[(4-methoxybenzyl)oxy]-3-methylpyrimidin). The yield is 62.7%. As a reaction SMILES: [Cl:1][C:2]1[N:7]([CH3:8])[C:6](=O)[C:5]([OH:10])=[CH:4][N:3]=1.[CH3:11][O:12][C:13]1[CH:18]=[CH:17][C:16]([CH2:19]Cl)=[CH:15][CH:14]=1.C([O-])([O-])=O.[Cs+].[Cs+]>CN(C=O)C>[Cl:1][CH:2]1[N:7]([CH3:8])[CH:6]=[C:5]([O:10][CH2:19][C:16]2[CH:17]=[CH:18][C:13]([O:12][CH3:11])=[CH:14][CH:15]=2)[CH:4]=[N:3]1 |f:2.3.4|. Reported procedure: To a solution of 9.60 g (59.8 mmol) 2-chloro-5-hydroxy-3-methylpyrimidin-4(3H)-one in 300 ml DMF was added 20.4 ml (149 mmol) PMBCl, and 48.7 g (149 mmol) Cs2CO3. The reaction mixture was heated to 60° C. for 3 h, cooled to rt, quenched with 200 ml water, extracted with 500 ml EtOAc, dried over Na2SO4, filtered, and concentrated in vacuo. Purification by flash chromatography (330 g silica gel, 3-80% EtOAc:hexane) gave 10 g (60% yield) of 2-chloro-5-[(4-methoxybenzyl)oxy]-3-methylpyrimidin -4(31-... The reactants are CCCn1c(C)c(-c2ccncc2)c2cc(OC(C)(C)CO)ccc21, [K+], O=[Mn](=O)(=O)[O-], [Na+], C1COCCO1, [OH-], O. The product is CCCn1c(C)c(-c2ccncc2)c2cc(OC(C)(C)C(=O)O)ccc21. As a reaction SMILES: [CH3:1][C:2]([CH2:3][OH:4])([CH3:5])[O:6][c:7]1[cH:8][c:9]2[c:10](-[c:20]3[cH:21][cH:22][n:23][cH:24][cH:25]3)[c:11]([CH3:19])[n:12]([CH2:16][CH2:17][CH3:18])[c:13]2[cH:14][cH:15]1.[K+:33].[Mn:28](=[O:29])([O-:30])(=[O:31])=[O:32].[Na+:27].[O:34]1[CH2:35][CH2:36][O:37][CH2:38][CH2:39]1.[OH-:26].[OH2:40]>>[CH3:1][C:2]([C:3](=[O:4])[OH:29])([CH3:5])[O:6][c:7]1[cH:8][c:9]2[c:10](-[c:20]3[cH:21][cH:22][n:23][cH:24][cH:25]3)[c:11]([CH3:19])[n:12]([CH2:16][CH2:17][CH3:18])[c:13]2[cH:14][cH:15]1. Reactants: F[B-](F)(F)F, COc1cccc(-c2oncc2C(=O)O)c1, CN(C)C=O, CCN(C(C)C)C(C)C, c1ccc(C2CCNC2)cc1, CN(C)C(On1nnc2ccccc21)=[N+](C)C. Yields the product COc1cccc(-c2oncc2C(=O)N2CCC(c3ccccc3)C2)c1. As a reaction SMILES: [B-:28]([F:29])([F:30])([F:31])[F:32].[CH3:1][O:2][c:3]1[cH:4][c:5](-[c:9]2[c:10]([C:14](=[O:15])[OH:16])[cH:11][n:12][o:13]2)[cH:6][cH:7][cH:8]1.[CH3:59][N:60]([CH3:61])[CH:62]=[O:63].[CH:50]([N:51]([CH:52]([CH3:53])[CH3:54])[CH2:55][CH3:56])([CH3:57])[CH3:58].[c:17]1([CH:23]2[CH2:24][NH:25][CH2:26][CH2:27]2)[cH:18][cH:19][cH:20][cH:21][cH:22]1.[n:33]1([O:34][C:35]([N:36]([CH3:37])[CH3:38])=[N+:39]([CH3:40])[CH3:41])[c:42]2[cH:43][cH:44][cH:45][cH:46][c:47]2[n:48][n:49]1>>[CH3:1][O:2][c:3]1[cH:4][c:5](-[c:9]2[c:10]([C:14](=[O:16])[N:25]3[CH2:24][CH:23]([c:17]4[cH:18][cH:19][cH:20][cH:21][cH:22]4)[CH2:27][CH2:26]3)[cH:11][n:12][o:13]2)[cH:6][cH:7][cH:8]1. The reactants are CN1C2=C(C=C(C=C2)N(CCCl)CCCl)N=C1CCCC(=O)O.O.Cl (bendamustine hydrochloride monohydrate), O (water), C(C)(=O)[O-].[Na+] (sodium acetate), [1-methyl-2-(4′-ethyl butyrate)-5-amino]-1H-benzimidazole, C1CO1 (ethylene oxide). Run in C(C)(=O)O (acetic acid). Conditions: temperature 20 celsius. Product: C(C)OC(CCCC1=NC2=C(N1C)C=CC(=C2)N(CCO)CCO)=O (4-{5-[bis-(2-hydroxy-ethyl)-amino]-1-methyl-1H-benzimidazol-2-yl}-butyric acid ethyl ester). As a reaction SMILES: [CH3:1][N:2]1[C:17]([CH2:18][CH2:19][CH2:20][C:21]([OH:23])=[O:22])=[N:16][C:4]2[CH:5]=[C:6]([N:9]([CH2:13][CH2:14]Cl)[CH2:10][CH2:11]Cl)[CH:7]=[CH:8][C:3]1=2.[OH2:24].Cl.[CH2:26]1O[CH2:27]1.[OH2:29].C([O-])(=O)C.[Na+]>C(O)(=O)C>[CH2:26]([O:23][C:21](=[O:22])[CH2:20][CH2:19][CH2:18][C:17]1[N:2]([CH3:1])[C:3]2[CH:8]=[CH:7][C:6]([N:9]([CH2:13][CH2:14][OH:29])[CH2:10][CH2:11][OH:24])=[CH:5][C:4]=2[N:16]=1)[CH3:27] |f:0.1.2,5.6|. Reported procedure: Li-Mei et al., in Zhongguo Xinyao Zazhi (2007), 16(23), 1960-1961, 1970 disclose a process for the preparation of bendamustine hydrochloride monohydrate, which involves reacting [1-methyl-2-(4′-ethyl butyrate)-5-amino]-1H-benzimidazole with ethylene oxide in the presence of water, sodium acetate and acetic acid, by maintaining at 5° C. for 5 hours and overnight at 20° C. to give (4-{5-[bis-(2-hydroxy-ethyl)-amino]-1-methyl-1H-benzimidazol-2-yl}-butyric acid ethyl ester as a jelly mass, which on ... Reactants: N1CCCC1 (pyrrolidine), BrCCCCCOC=1C(=CC=C2C(=CC(OC12)=O)NC1=C(C=NC=C1Cl)Cl)OC (8-(5-Bromopentyloxy)-4-(3,5-dichloropyridin-4-ylamino)-7-methoxy-2H-chromen-2-one). Yields the product ClC=1C=NC=C(C1NC1=CC(OC2=C(C(=CC=C12)OC)OCCCCCN1CCCC1)=O)Cl (4-(3,5-Dichloropyridin-4-ylamino)-7-methoxy-8-(5-(pyrrolidin-1-yl)pentyloxy)-2H-chromen-2-one). Reaction SMILES: [NH:1]1[CH2:5][CH2:4][CH2:3][CH2:2]1.Br[CH2:7][CH2:8][CH2:9][CH2:10][CH2:11][O:12][C:13]1[C:14]([O:33][CH3:34])=[CH:15][CH:16]=[C:17]2[C:22]=1[O:21][C:20](=[O:23])[CH:19]=[C:18]2[NH:24][C:25]1[C:30]([Cl:31])=[CH:29][N:28]=[CH:27][C:26]=1[Cl:32]>>[Cl:32][C:26]1[CH:27]=[N:28][CH:29]=[C:30]([Cl:31])[C:25]=1[NH:24][C:18]1[C:17]2[C:22](=[C:13]([O:12][CH2:11][CH2:10][CH2:9][CH2:8][CH2:7][N:1]3[CH2:5][CH2:4][CH2:3][CH2:2]3)[C:14]([O:33][CH3:34])=[CH:15][CH:16]=2)[O:21][C:20](=[O:23])[CH:19]=1. Procedure details: The title compound was prepared from pyrrolidine and 8-(5-bromopentyloxy)-4-(3,5-dichloropyridin-4-ylamino)-7-methoxy-2H-chromen-2-one (Example 28) following the procedure outlined in Example 52. 1H NMR (400 MHz, DMSO-d6): δ 9.58 (br s, 1H), 8.50 (s, 2H), 7.83 (d, 1H), 7.02 (d, 1H), 4.12 (br s, 1H), 3.97 (t, 2H), 3.87 (s, 3H), 2.87 (br, 6H), 1.80 (m, 4H), 1.70 (m, 4H), 1.53 (m, 2H); MS (ESI): 491.9. Reactants: O=C([O-])[O-], CC(C)(C)OC(=O)N1CCN(c2ccc3c(c2Cl)C(=O)N(C2CCCCC2)C3)CC1, CN(C)C=O, ClCCl, [K+], [K+], O=C(O)C(F)(F)F, O=C(O)CC(O)(CC(=O)O)C(=O)O, BrCCC(c1ccccc1)c1ccccc1. Product: O=C1c2c(ccc(N3CCN(CCC(c4ccccc4)c4ccccc4)CC3)c2Cl)CN1C1CCCCC1. Reaction SMILES: [C:38](=[O:39])([O-:40])[O-:41].[C:8]([O:9][C:13](=[O:10])[N:15]1[CH2:16][CH2:17][N:18]([c:21]2[cH:22][cH:23][c:24]3[c:28]([c:29]2[Cl:30])[C:27](=[O:31])[N:26]([CH:32]2[CH2:33][CH2:34][CH2:35][CH2:36][CH2:37]2)[CH2:25]3)[CH2:19][CH2:20]1)([CH3:11])([CH3:12])[CH3:14].[CH3:76][N:77]([CH3:78])[CH:79]=[O:80].[Cl:73][CH2:74][Cl:75].[K+:42].[K+:43].[OH:1][C:2]([C:3]([F:4])([F:5])[F:6])=[O:7].[OH:60][C:61]([CH2:62][C:63]([C:64](=[O:65])[OH:66])([CH2:67][C:68](=[O:69])[OH:70])[OH:71])=[O:72].[c:44]1([CH:50]([CH2:51][CH2:52][Br:53])[c:54]2[cH:55][cH:56][cH:57][cH:58][cH:59]2)[cH:45][cH:46][cH:47][cH:48][cH:49]1>>[CH2:13]([N:15]1[CH2:16][CH2:17][N:18]([c:21]2[cH:22][cH:23][c:24]3[c:28]([c:29]2[Cl:30])[C:27](=[O:31])[N:26]([CH:32]2[CH2:33][CH2:34][CH2:35][CH2:36][CH2:37]2)[CH2:25]3)[CH2:19][CH2:20]1)[CH2:51][CH:50]([c:44]1[cH:45][cH:46][cH:47][cH:48][cH:49]1)[c:54]1[cH:55][cH:56][cH:57][cH:58][cH:59]1. Reactants: COC(C)(C)C, C#CC(C)O, CC(C)NC(C)C, [Cu]I, Fc1ccc(Oc2cccc(I)c2)cc1, N#N, c1ccc(P(c2ccccc2)c2ccccc2)cc1. Product: CC(O)C#Cc1cccc(Oc2ccc(F)cc2)c1. As a reaction SMILES: [C:51]([O:52][CH3:53])([CH3:54])([CH3:55])[CH3:56].[CH3:35][CH:36]([C:37]#[CH:38])[OH:39].[CH:40]([NH:41][CH:42]([CH3:43])[CH3:44])([CH3:45])[CH3:46].[Cu:49][I:50].[F:1][c:2]1[cH:3][cH:4][c:5]([O:6][c:7]2[cH:8][c:9]([I:13])[cH:10][cH:11][cH:12]2)[cH:14][cH:15]1.[N:47]#[N:48].[c:16]1([P:17]([c:18]2[cH:19][cH:20][cH:21][cH:22][cH:23]2)[c:24]2[cH:25][cH:26][cH:27][cH:28][cH:29]2)[cH:30][cH:31][cH:32][cH:33][cH:34]1>>[F:1][c:2]1[cH:3][cH:4][c:5]([O:6][c:7]2[cH:8][c:9]([C:38]#[C:37][CH:36]([CH3:35])[OH:39])[cH:10][cH:11][cH:12]2)[cH:14][cH:15]1. Starting materials: CC(SC(=O)c1ccccc1)C(=O)N1c2ccccc2CCC1C(=O)O, [NH4+], [OH-], O. The product is CC(S)C(=O)N1c2ccccc2CCC1C(=O)O. RXN SMILES: [C:1](=[O:2])([c:3]1[cH:4][cH:5][cH:6][cH:7][cH:8]1)[S:9][CH:10]([C:11](=[O:12])[N:13]1[CH:14]([C:23](=[O:24])[OH:25])[CH2:15][CH2:16][c:17]2[cH:18][cH:19][cH:20][cH:21][c:22]21)[CH3:26].[NH4+:27].[OH-:28].[OH2:29]>>[SH:9][CH:10]([C:11](=[O:12])[N:13]1[CH:14]([C:23](=[O:24])[OH:25])[CH2:15][CH2:16][c:17]2[cH:18][cH:19][cH:20][cH:21][c:22]21)[CH3:26]. Reactants: C(=O)(OC(C)(C)C)N1CCNCC1 (1-Boc-piperazine), BrC1=C(C=C(C(=C1)C)C)C (1-bromo-2,4,5-trimethylbenzene), C1(=CC=CC=C1)P(C1=C(C2=CC=CC=C2C=C1)C1=C(C=CC2=CC=CC=C12)P(C1=CC=CC=C1)C1=CC=CC=C1)C1=CC=CC=C1 (rac-2,2′-bis(diphenylphosphino)-1,1′-binaphthyl), CC(C)([O-])C.[Na+] (sodium tert-butoxide). The reagents and catalysts are C=1C=CC(=CC1)/C=C/C(=O)/C=C/C2=CC=CC=C2.C=1C=CC(=CC1)/C=C/C(=O)/C=C/C2=CC=CC=C2.C=1C=CC(=CC1)/C=C/C(=O)/C=C/C2=CC=CC=C2.[Pd].[Pd] (tris(dibenzylideneacetone)dipalladium). Solvent: C1(=CC=CC=C1)C (toluene), O (water). The product is C(C)(C)(C)OC(=O)N1CCN(CC1)C1=C(C=C(C(=C1)C)C)C (4-(2,4,5-trimethylphenyl)piperazine-1-carboxylic acid tert-butyl ester). The yield is 100.1%. RXN SMILES: [C:1]([N:8]1[CH2:13][CH2:12][NH:11][CH2:10][CH2:9]1)([O:3][C:4]([CH3:7])([CH3:6])[CH3:5])=[O:2].Br[C:15]1[CH:20]=[C:19]([CH3:21])[C:18]([CH3:22])=[CH:17][C:16]=1[CH3:23].C1(P(C2C=CC=CC=2)C2C=CC3C(=CC=CC=3)C=2C2C3C(=CC=CC=3)C=CC=2P(C2C=CC=CC=2)C2C=CC=CC=2)C=CC=CC=1.CC(C)([O-])C.[Na+]>C1C=CC(/C=C/C(/C=C/C2C=CC=CC=2)=O)=CC=1.C1C=CC(/C=C/C(/C=C/C2C=CC=CC=2)=O)=CC=1.C1C=CC(/C=C/C(/C=C/C2C=CC=CC=2)=O)=CC=1.[Pd].[Pd].O.C1(C)C=CC=CC=1>[C:4]([O:3][C:1]([N:8]1[CH2:9][CH2:10][N:11]([C:15]2[CH:20]=[C:19]([CH3:21])[C:18]([CH3:22])=[CH:17][C:16]=2[CH3:23])[CH2:12][CH2:13]1)=[O:2])([CH3:7])([CH3:6])[CH3:5] |f:3.4,5.6.7.8.9|. Procedure: To a mixture of 1-Boc-piperazine (1.39 g), 1-bromo-2,4,5-trimethylbenzene (1 g), tris(dibenzylideneacetone)dipalladium (0) (257 mg), rac-2,2′-bis(diphenylphosphino)-1,1′-binaphthyl (481 mg) and sodium tert-butoxide (669 mg) was added toluene (10 mL), and the mixture was refluxed for 3 hr. After cooling, water was added to the reaction mixture, and the mixture was extracted with ethyl acetate. The organic layer was washed with saturated brine, and the solvent was evaporated. The residue was purif... As a reaction SMILES: [C:1]([O:2][C:6](=[O:3])[N:8]1[CH2:9][CH2:10][NH:11][CH2:12][CH2:13]1)([CH3:4])([CH3:5])[CH3:7].[C:23](=[O:24])([O-:25])[O-:26].[Cl:15][CH2:16][c:17]1[cH:18][n:19][cH:20][cH:21][cH:22]1.[ClH:14].[Cs+:27].[Cs+:28].[F:29][C:30]([F:31])([F:32])[C:33]([OH:34])=[O:35].[O:36]=[CH:37][N:38]([CH3:39])[CH3:40]>>[CH2:6]([N:8]1[CH2:9][CH2:10][NH:11][CH2:12][CH2:13]1)[c:17]1[cH:18][n:19][cH:20][cH:21][cH:22]1. The product is c1cncc(CN2CCNCC2)c1. The reactants are CC(C)(C)OC(=O)N1CCNCC1, O=C([O-])[O-], ClCc1cccnc1, Cl, [Cs+], [Cs+], O=C(O)C(F)(F)F, CN(C)C=O.